Dataset: the Open Reaction Database (ORD), a public repository of structured organic reaction records. Task: describe an organic reaction: reactants, conditions, products, and yield Reactants: ClC1=NC2=CC=CC=C2C(=N1)CNC1=C(C=CC=C1)C (2-Chloro-4-(2-methylphenylaminomethyl)quinazoline), C(C)N (ethylamine). Run in C(C)O (ethanol), C(C)O (ethanol). Product: C(C)NC1=NC2=CC=CC=C2C(=N1)NC1=C(C=CC=C1)C (2-ethylamino-4-(2-methylphenylamino)quinazoline). Yield: 33.0%. Reaction SMILES: Cl[C:2]1[N:11]=[C:10](CNC2C=CC=CC=2C)[C:9]2[C:4](=[CH:5][CH:6]=[CH:7][CH:8]=2)[N:3]=1.[CH2:21]([NH2:23])[CH3:22]>C(O)C>[CH2:21]([NH:23][C:2]1[N:11]=[C:10]([NH:3][C:4]2[CH:5]=[CH:6][CH:7]=[CH:8][C:9]=2[CH3:10])[C:9]2[C:4](=[CH:5][CH:6]=[CH:7][CH:8]=2)[N:3]=1)[CH3:22]. Procedure: 2-Chloro-4-(2-methylphenylaminomethyl)quinazoline (5.00 g, 0.0185 mol) and ethylamine in ethanol (33%, 30 ml) were dissolved in ethanol (35 ml) placed in a sealed vessel and heated for 5 hours at 130°. After cooling and removal of excess solvent in vacuo the residue afforded crystals of 2-ethylamino-4-(2-methylphenylamino)quinazoline (1.7 g, 33%) from ethanol/water, m.p. 127°-129°. Starting materials: CC(C)(C)[Si](C)(C)OCc1cc([N+](=O)[O-])ccc1N=C=S, NC1CCCc2ccccc21. Yields the product O=[N+]([O-])c1ccc2c(c1)COC(NC1CCCc3ccccc31)=N2. RXN SMILES: [C:1]([Si:2]([CH3:4])([CH3:5])[O:8][CH2:9][c:10]1[c:11]([N:19]=[C:20]=[S:3])[cH:12][cH:13][c:14]([N+:16](=[O:17])[O-:18])[cH:15]1)([CH3:6])([CH3:7])[CH3:21].[NH2:22][CH:23]1[CH2:24][CH2:25][CH2:26][c:27]2[cH:28][cH:29][cH:30][cH:31][c:32]21>>[O:8]1[CH2:9][c:10]2[c:11]([cH:12][cH:13][c:14]([N+:16](=[O:17])[O-:18])[cH:15]2)[N:19]=[C:20]1[NH:22][CH:23]1[CH2:24][CH2:25][CH2:26][c:27]2[cH:28][cH:29][cH:30][cH:31][c:32]21.